Dataset: the Open Reaction Database (ORD), a public repository of structured organic reaction records. Task: describe an organic reaction: reactants, conditions, products, and yield Procedure: 3-Cyano-7,8-dimethyl-4-hydroxycoumarin monohydrate, m.p. (EtOH - pet. ether) 255°-6°, (Found; C, 62.04; H, 4.80; N, 6.04. C12H9NO3.H 2 O requires C, 61.79; H, 4.76; N, 6.01) was prepared from 2,3-dimethylphenol via 3,4-dimethylsalicylic acid (m.p. 192°-3°), 2-acetoxy-3,4-dimethylbenzoic acid (m.p. 142°-4°) and 2 -acetoxy-3,4-dimethylbenzoyl chloride by an analogous procedure to that described in Example 10. Yields the product O.C(#N)C1(C(OC2=C(C(=CC=C2C1)C)C)=O)O (3-Cyano-7,8-dimethyl-3-hydroxycoumarin monohydrate). Starting materials: O.C(#N)C=1C(OC2=C(C(=CC=C2C1O)C)C)=O (3-Cyano-7,8-dimethyl-4-hydroxycoumarin monohydrate), EtOH pet. ether, C12H9NO3.H, CC1=C(C=CC=C1C)O (2,3-dimethylphenol), CC1=C(C(C(=O)O)=CC=C1C)O (3,4-dimethylsalicylic acid), C(C)(=O)OC1=C(C(=O)O)C=CC(=C1C)C (2-acetoxy-3,4-dimethylbenzoic acid), C(C)(=O)OC1=C(C(=O)Cl)C=CC(=C1C)C (2 -acetoxy-3,4-dimethylbenzoyl chloride). RXN SMILES: O.[C:2]([C:4]1[C:5](=[O:17])[O:6][C:7]2[C:12]([C:13]=1O)=[CH:11][CH:10]=[C:9]([CH3:15])[C:8]=2[CH3:16])#[N:3].CC1C(C)=CC=CC=1[OH:26].CC1C(C)=CC=C(C(O)=O)C=1O.C(OC1C(C)=C(C)C=CC=1C(O)=O)(=O)C.C(OC1C(C)=C(C)C=CC=1C(Cl)=O)(=O)C>>[OH2:6].[C:2]([C:4]1([OH:26])[CH2:13][C:12]2[C:7](=[C:8]([CH3:16])[C:9]([CH3:15])=[CH:10][CH:11]=2)[O:6][C:5]1=[O:17])#[N:3] |f:0.1,6.7|. The reactants are C(C)(C)C=1C(NC(NC1OC1=CC(=CC(=C1)C)C)=O)=O (5-Isopropyl-6-(3,5-dimethylphenoxy)-2,4-pyrimidinedione), ClCC(C)=O (chloroacetone). Product: C(C(=O)C)N1C(NC(C(=C1OC1=CC(=CC(=C1)C)C)C(C)C)=O)=O (1-(Acetonyl)-5-isopropyl-6-(3,5-dimethylphenoxy)-2,4-pyrimidinedione). Yield: 45.0%. As a reaction SMILES: [CH:1]([C:4]1[C:5](=[O:20])[NH:6][C:7](=[O:19])[NH:8][C:9]=1[O:10][C:11]1[CH:16]=[C:15]([CH3:17])[CH:14]=[C:13]([CH3:18])[CH:12]=1)([CH3:3])[CH3:2].Cl[CH2:22][C:23](=[O:25])[CH3:24]>>[CH2:22]([N:8]1[C:9]([O:10][C:11]2[CH:12]=[C:13]([CH3:18])[CH:14]=[C:15]([CH3:17])[CH:16]=2)=[C:4]([CH:1]([CH3:3])[CH3:2])[C:5](=[O:20])[NH:6][C:7]1=[O:19])[C:23]([CH3:24])=[O:25]. Procedure details: 5-Isopropyl-6-(3,5-dimethylphenoxy)-2,4-pyrimidinedione and chloroacetone were reacted by the same way with the example 1 to obtain the titled compound (155 mg, yield: 45%).